Dataset: the Open Reaction Database (ORD), a public repository of structured organic reaction records. Task: describe an organic reaction: reactants, conditions, products, and yield Starting materials: C(\C=C\CCCCCCC)(=O)O (trans-2-decenoic acid), C(CCCCCCCCC)S (1-decanethiol). Product: C(\C=C\CCCCCCC)(SCCCCCCCCCC)=O ((E)-S-decyl dec-2-enethioate). As a reaction SMILES: [C:1]([OH:12])(=O)/[CH:2]=[CH:3]/[CH2:4][CH2:5][CH2:6][CH2:7][CH2:8][CH2:9][CH3:10].[CH2:13]([SH:23])[CH2:14][CH2:15][CH2:16][CH2:17][CH2:18][CH2:19][CH2:20][CH2:21][CH3:22]>>[C:1](=[O:12])([S:23][CH2:13][CH2:14][CH2:15][CH2:16][CH2:17][CH2:18][CH2:19][CH2:20][CH2:21][CH3:22])/[CH:2]=[CH:3]/[CH2:4][CH2:5][CH2:6][CH2:7][CH2:8][CH2:9][CH3:10]. Procedure details: The same operation as in Example 1-1 or 1-2 was carried out using trans-2-decenoic acid and 1-decanethiol as starting materials to give the aimed compound. Reactants: stainless steel, [bis(triphenylphosphine)iminium]iodide, halide salt, [Ru(CO)3Cl2]2, Co2(CO)8, C1=CCCCC1 (cyclohexene), C(=O)OC (methyl formate). Reagents/catalysts: [Ru] (ruthenium), [Co] (cobalt). Run at temperature 120 celsius. Product: C1(CCCCC1)C(=O)OC (methyl cyclohexanecarboxylate). RXN SMILES: [CH:1]1[CH2:6][CH2:5][CH2:4][CH2:3][CH:2]=1.[CH:7]([O:9][CH3:10])=[O:8]>[Ru].[Co]>[CH:1]1([C:7]([O:9][CH3:10])=[O:8])[CH2:6][CH2:5][CH2:4][CH2:3][CH2:2]1. Procedure details: In a pressure reactor made of stainless steel and having an internal volume of 50 ml, 0.05 mmol of [Ru(CO)3Cl2]2 as a ruthenium compound, 0.05 mmol of Co2(CO)8 as a cobalt compound, and 1.0 mmol of [bis(triphenylphosphine)iminium]iodide as a halide salt were introduced and mixed at room temperature, and thus a catalyst system was obtained. 5.0 mmol of cyclohexene and 5.0 mL of methyl formate were added to this catalyst system, subsequently the reactor was purged with nitrogen gas at 0.5 MPa, and... Starting materials: [Si](C)(C)(C(C)(C)C)OCC=1C=CC=C2C(CCN(C12)CC)CO (8-(t-butyldimethylsilyloxymethyl)-4-hydroxymethyl-1-ethyl-1,2,3,4-tetrahydroquinoline), C(C)(=O)OC(C)=O (acetic anhydride). Run in N1=CC=CC=C1 (pyridine). Product: [Si](C)(C)(C(C)(C)C)OCC=1C=CC=C2C(CCN(C12)CC)COC(C)=O (8-t-butyldimethylsilyloxymethyl-4-acetyloxymethyl-1-ethyl-1,2,3,4-tetrahydroquinoline). As a reaction SMILES: [Si:1]([O:8][CH2:9][C:10]1[CH:11]=[CH:12][CH:13]=[C:14]2[C:19]=1[N:18]([CH2:20][CH3:21])[CH2:17][CH2:16][CH:15]2[CH2:22][OH:23])([C:4]([CH3:7])([CH3:6])[CH3:5])([CH3:3])[CH3:2].[C:24](OC(=O)C)(=[O:26])[CH3:25]>N1C=CC=CC=1>[Si:1]([O:8][CH2:9][C:10]1[CH:11]=[CH:12][CH:13]=[C:14]2[C:19]=1[N:18]([CH2:20][CH3:21])[CH2:17][CH2:16][CH:15]2[CH2:22][O:23][C:24](=[O:26])[CH3:25])([C:4]([CH3:6])([CH3:7])[CH3:5])([CH3:3])[CH3:2]. Procedure: To a solution of 8-(t-butyldimethylsilyloxymethyl)-4-hydroxymethyl-1-ethyl-1,2,3,4-tetrahydroquinoline (1.98 g) in pyridine (5 ml), acetic anhydride was added dropwise with stirring under ice-cooling and the mixture was stirred for 2 hours at room temperature. Pyridine was distilled off under reduced pressure, and the resultant residue was extracted with dichloromethane. After washing with a saturated aqueous solution of copper sulfate and with water in this order, the mixture was dried and the ... The reactants are Sc1ccccc1Br, O=C([O-])[O-], CC(C)=O, CCI, [K+], [K+], O. Product: CCSc1ccccc1Br. As a reaction SMILES: [Br:7][c:8]1[c:9]([SH:14])[cH:10][cH:11][cH:12][cH:13]1.[C:1](=[O:2])([O-:3])[O-:4].[CH3:19][C:20](=[O:21])[CH3:22].[I:15][CH2:16][CH3:17].[K+:5].[K+:6].[OH2:18]>>[Br:7][c:8]1[c:9]([S:14][CH2:16][CH3:17])[cH:10][cH:11][cH:12][cH:13]1. Reactants: C(C)C=1N(C=C(N1)C1=CC=CC=C1)C1=CC=C(C=C1)CCNC([O-])=O (2-[4-(2-ethyl-4-phenyl-1H-imidazol-1-yl)phenyl]ethylcarbamate), COC1=CC=C(C=C1)S(=O)(=O)N (4-methoxybenzenesulfonamide). Product: COC1=CC=C(C=C1)S(=O)(=O)NC(=O)NCCC1=CC=C(C=C1)N1C(=NC(=C1)C1=CC=CC=C1)CC (4-methoxy-N-[({2-[4-(2-ethyl-4-phenyl-1H-imidazol-1-yl)phenyl]ethyl}amino)carbonyl]benzenesulfonamide). Reaction SMILES: [CH2:1]([C:3]1[N:4]([C:14]2[CH:19]=[CH:18][C:17]([CH2:20][CH2:21][NH:22][C:23](=O)[O-:24])=[CH:16][CH:15]=2)[CH:5]=[C:6]([C:8]2[CH:13]=[CH:12][CH:11]=[CH:10][CH:9]=2)[N:7]=1)[CH3:2].[CH3:26][O:27][C:28]1[CH:33]=[CH:32][C:31]([S:34]([NH2:37])(=[O:36])=[O:35])=[CH:30][CH:29]=1>>[CH3:26][O:27][C:28]1[CH:29]=[CH:30][C:31]([S:34]([NH:37][C:23]([NH:22][CH2:21][CH2:20][C:17]2[CH:16]=[CH:15][C:14]([N:4]3[CH:5]=[C:6]([C:8]4[CH:13]=[CH:12][CH:11]=[CH:10][CH:9]=4)[N:7]=[C:3]3[CH2:1][CH3:2])=[CH:19][CH:18]=2)=[O:24])(=[O:36])=[O:35])=[CH:32][CH:33]=1. Reported procedure: The title compound was prepared according to the procedure described in step 2 of Example 18 from 2-[4-(2-ethyl-4-phenyl-1H-imidazol-1-yl)phenyl]ethylcarbamate and 4-methoxybenzenesulfonamide. MS (ESI) m/z 505 [M+H]+, 503 [M−H]−, 1H-NMR (CDCl3) δ 1.25 (3H, t, J=7.5 Hz), 2.72 (2H, q, J=7.5 Hz), 2.91 (2H, t, J=6.8 Hz), 3.40-3.55 (2H, m), 6.64 (1H, br), 6.96 (2H, d, J=9.0 Hz), 7.20-7.30 (5H, m), 7.38 (2H, t, J=7.3 Hz), 7.74 (2H, d, J=9.0 Hz), 7.79 (2H, d, J=8.4 Hz). The reactants are C(\C=C\C(=O)O)(=O)O (fumaric acid), FC1=CC2=C(C(=NS2)C2CCNCC2)C=C1 (6-fluoro-3-(4-piperidinyl)-1,2-benzisothiazole), BrC[C@@H](CO)C ((R)-(-)-3-bromo-2-methyl-1-propanol), C(=O)([O-])[O-].[K+].[K+] (K2CO3). Reagents/catalysts: S(=O)(=O)([O-])[O-].C(CCC)[N+](CCCC)(CCCC)CCCC.C(CCC)[N+](CCCC)(CCCC)CCCC (tetrabutylammonium sulfate). Run in CCOC(=O)C (EtOAc), O (H2O), CC(=O)C (acetone), O (H2O), CC#N (CH3CN). Conditions: time 16 hour. Product: C(\C=C\C(=O)O)(=O)O.FC1=CC2=C(C(=NS2)C2CCN(CC2)C[C@@H](CO)C)C=C1 ((S)-6-Fluoro-3-[1-(3-hydroxy-2-methylpropyl)-4-piperidinyl]-1,2-benzisothiazole fumarate). Yield: 69.1%. As a reaction SMILES: [F:1][C:2]1[CH:16]=[CH:15][C:5]2[C:6]([CH:9]3[CH2:14][CH2:13][NH:12][CH2:11][CH2:10]3)=[N:7][S:8][C:4]=2[CH:3]=1.Br[CH2:18][C@H:19]([CH3:22])[CH2:20][OH:21].C([O-])([O-])=O.[K+].[K+].[C:29]([OH:36])(=[O:35])/[CH:30]=[CH:31]/[C:32]([OH:34])=[O:33]>CC(C)=O.S([O-])([O-])(=O)=O.C([N+](CCCC)(CCCC)CCCC)CCC.C([N+](CCCC)(CCCC)CCCC)CCC.CCOC(C)=O.O.CC#N>[C:29]([OH:36])(=[O:35])/[CH:30]=[CH:31]/[C:32]([OH:34])=[O:33].[F:1][C:2]1[CH:16]=[CH:15][C:5]2[C:6]([CH:9]3[CH2:10][CH2:11][N:12]([CH2:18][C@H:19]([CH3:22])[CH2:20][OH:21])[CH2:13][CH2:14]3)=[N:7][S:8][C:4]=2[CH:3]=1 |f:2.3.4,7.8.9,13.14|. Procedure: A mixture of 6-fluoro-3-(4-piperidinyl)-1,2-benzisothiazole (4.6 g, 20 mmol), (R)-(-)-3-bromo-2-methyl-1-propanol (3.0 g, 20 mmol), K2CO3 (2.7 g, 20 mmol), tetrabutylammonium sulfate (0.058 g), CH3CN (95 ml) and H2O (19 ml) was stirred and refluxed for 4.5 hours. After standing at ambient temperature for 16 hours, the reaction was poured into H2O, and subsequent extractive workup of the aqueous with EtOAc yielded 6.8 g of a partially solidified oil. The product was purified by flash chromatograp... Starting materials: Br, CCCCc1oc2ccccc2c1-c1ncc(-c2ccc3cc(OC)ccc3c2)o1, CC(=O)O. Yields the product CCCCc1oc2ccccc2c1-c1ncc(-c2ccc3cc(O)ccc3c2)o1. Reaction SMILES: [BrH:31].[CH2:1]([CH2:2][CH2:3][CH3:4])[c:5]1[o:6][c:7]2[c:8]([c:9]1-[c:10]1[o:11][c:12](-[c:15]3[cH:16][c:17]4[cH:18][cH:19][c:20]([O:25][CH3:26])[cH:21][c:22]4[cH:23][cH:24]3)[cH:13][n:14]1)[cH:27][cH:28][cH:29][cH:30]2.[CH3:32][C:33](=[O:34])[OH:35]>>[CH2:1]([CH2:2][CH2:3][CH3:4])[c:5]1[o:6][c:7]2[c:8]([c:9]1-[c:10]1[o:11][c:12](-[c:15]3[cH:16][c:17]4[cH:18][cH:19][c:20]([OH:25])[cH:21][c:22]4[cH:23][cH:24]3)[cH:13][n:14]1)[cH:27][cH:28][cH:29][cH:30]2. Starting materials: C(C1=CC=CC=C1)OC(=O)N1CCC(CC1)CCCCCC(C(=O)OCC)C(=O)OCC (ethyl 7-(1-benzyloxycarbonyl-4-piperidyl)-2-ethoxycarbonylheptanoate), C(C)O (ethanol), [OH-].[Na+] (sodium hydroxide). Solvent: O (water), O (water). The product is C(C1=CC=CC=C1)OC(=O)N1CCC(CC1)CCCCCC(C(=O)O)C(=O)O (7-(1-benzyloxycarbonyl-4-piperidyl)-2-carboxyheptanoic acid). As a reaction SMILES: [CH2:1]([O:8][C:9]([N:11]1[CH2:16][CH2:15][CH:14]([CH2:17][CH2:18][CH2:19][CH2:20][CH2:21][CH:22]([C:28]([O:30]CC)=[O:29])[C:23]([O:25]CC)=[O:24])[CH2:13][CH2:12]1)=[O:10])[C:2]1[CH:7]=[CH:6][CH:5]=[CH:4][CH:3]=1.C(O)C.[OH-].[Na+]>O>[CH2:1]([O:8][C:9]([N:11]1[CH2:16][CH2:15][CH:14]([CH2:17][CH2:18][CH2:19][CH2:20][CH2:21][CH:22]([C:23]([OH:25])=[O:24])[C:28]([OH:30])=[O:29])[CH2:13][CH2:12]1)=[O:10])[C:2]1[CH:7]=[CH:6][CH:5]=[CH:4][CH:3]=1 |f:2.3|. Reported procedure: To a solution of sodium (0.95 g) in ethanol (80 ml) are added diethyl malonate (7.2 g) and 5-(1-benzyloxycarbonyl-4-piperidyl)pentylp-toluenesulfonate (13.7 g). The mixture is refluxed for 2 hours with stirring. After the further addition of a mixture of sodium (0.25 g), ethanol (25 ml) and diethyl malonate (1.8 g), the reflux is continued for further 2 hours. After evaporation of ethanol, the residue is diluted with water (200 ml) and extracted with ethyl acetate (300 ml). The extract is dried ...